Dataset: the Open Reaction Database (ORD), a public repository of structured organic reaction records. Task: describe an organic reaction: reactants, conditions, products, and yield Reactants: C(C)(=O)OCC(C(=O)Cl)(COC(C)=O)COC(C)=O (trisacetoxymethylacetyl chloride), NC=1C(=C(C(=C(C(=O)NCC(COC(C)=O)OC(C)=O)C1I)I)COC(C)=O)I (5-Amino-3-acetoxymethyl-N-(2,3-diacetoxypropyl)-2,4,6-triiodobenzamide), C(O)([O-])=O.[Na+] (sodium hydrogen carbonate). The solvent is CC(=O)N(C)C (dimethylacetamide). Conditions: temperature 60 celsius, time 5 day. Yields the product C(C)(=O)OCC(C(=O)NC=1C(=C(C(=C(C(=O)NCC(COC(C)=O)OC(C)=O)C1I)I)COC(C)=O)I)(COC(C)=O)COC(C)=O (5-(3-Acetoxy-2,2-diacetoxymethyl-propionylamino)-3-acetoxymethyl-N-(2,3-diacetoxypropyl)-2,4,6-triiodobenzamide). RXN SMILES: [NH2:1][C:2]1[C:3]([I:29])=[C:4]([CH2:24][O:25][C:26](=[O:28])[CH3:27])[C:5]([I:23])=[C:6]([C:21]=1[I:22])[C:7]([NH:9][CH2:10][CH:11]([O:17][C:18](=[O:20])[CH3:19])[CH2:12][O:13][C:14](=[O:16])[CH3:15])=[O:8].[C:30]([O:33][CH2:34][C:35]([CH2:44][O:45][C:46](=[O:48])[CH3:47])([CH2:39][O:40][C:41](=[O:43])[CH3:42])[C:36](Cl)=[O:37])(=[O:32])[CH3:31].C(=O)([O-])O.[Na+]>CC(N(C)C)=O>[C:41]([O:40][CH2:39][C:35]([CH2:44][O:45][C:46](=[O:48])[CH3:47])([CH2:34][O:33][C:30](=[O:32])[CH3:31])[C:36]([NH:1][C:2]1[C:3]([I:29])=[C:4]([CH2:24][O:25][C:26](=[O:28])[CH3:27])[C:5]([I:23])=[C:6]([C:21]=1[I:22])[C:7]([NH:9][CH2:10][CH:11]([O:17][C:18](=[O:20])[CH3:19])[CH2:12][O:13][C:14](=[O:16])[CH3:15])=[O:8])=[O:37])(=[O:43])[CH3:42] |f:2.3|. Reported procedure: 5-Amino-3-acetoxymethyl-N-(2,3-diacetoxypropyl)-2,4,6-triiodobenzamide (1.05 g, 1.43 mmol) was dissolved in dimethylacetamide (2 ml) and added to trisacetoxymethylacetyl chloride (2.17 g, 7.4 mmol). The mixture was stirred at 60° C. for 5 days, and after cooling the mixture was added to an aqueous solution of sodium hydrogen carbonate (60 ml, 2%). The precipitate formed was filtered off and dissolved in chloroform (90 ml). The organic phase was washed with water (4×40 ml), dried (Na2SO4), and th... Reported procedure: Using an analogous procedure to that described in Example 6, 6-mercapto-1-methyl-1,2,3,4-tetrahydroquinolin-2-one was reacted with 3-(3,5-difluorophenyl)-3-hydroxy-1-(2,2,2-trifluoroethyl)pyrrolidine to give 3-[5-fluoro-3-(1-methyl-2-oxo-1,2,3,4-tetrahydroquinolin-6-ylthio)phenyl]-3-hydroxy-1-(2,2,2-trifluoroethyl)pyrrolidine as a gum in 30% yield. The product is FC=1C=C(C=C(C1)C1(CN(CC1)CC(F)(F)F)O)SC=1C=C2CCC(N(C2=CC1)C)=O (3-[5-fluoro-3-(1-methyl-2-oxo-1,2,3,4-tetrahydroquinolin-6-ylthio)phenyl]-3-hydroxy-1-(2,2,2-trifluoroethyl)pyrrolidine). Starting materials: SC=1C=C2CCC(N(C2=CC1)C)=O (6-mercapto-1-methyl-1,2,3,4-tetrahydroquinolin-2-one), FC=1C=C(C=C(C1)F)C1(CN(CC1)CC(F)(F)F)O (3-(3,5-difluorophenyl)-3-hydroxy-1-(2,2,2-trifluoroethyl)pyrrolidine). Isolated yield 30.0%. RXN SMILES: [SH:1][C:2]1[CH:3]=[C:4]2[C:9](=[CH:10][CH:11]=1)[N:8]([CH3:12])[C:7](=[O:13])[CH2:6][CH2:5]2.[F:14][C:15]1[CH:16]=[C:17]([C:22]2([OH:32])[CH2:26][CH2:25][N:24]([CH2:27][C:28]([F:31])([F:30])[F:29])[CH2:23]2)[CH:18]=[C:19](F)[CH:20]=1>>[F:14][C:15]1[CH:20]=[C:19]([S:1][C:2]2[CH:3]=[C:4]3[C:9](=[CH:10][CH:11]=2)[N:8]([CH3:12])[C:7](=[O:13])[CH2:6][CH2:5]3)[CH:18]=[C:17]([C:22]2([OH:32])[CH2:26][CH2:25][N:24]([CH2:27][C:28]([F:29])([F:30])[F:31])[CH2:23]2)[CH:16]=1. Starting materials: ClC=1C(=C(C=C2C(C(=CN(C12)C1=CC(=C(C=C1)F)OC)C(=O)O)=O)F)F (8-Chloro-6,7-difluoro-1-(4-fluoro-3-methoxyphenyl)-4-oxo-1,4-dihydroquinoline-3-carboxylic acid), CN (methylamine). Run in N1=CC=CC=C1 (pyridine). Conditions: time 27 hour. Yields the product ClC=1C(=C(C=C2C(C(=CN(C12)C1=CC(=C(C=C1)F)OC)C(=O)O)=O)F)NC (8-Chloro-6-fluoro-1-(4-fluoro-3-methoxyphenyl)-7-methylamino-4-oxo-1,4-dihydroquinoline-3-carboxylic Acid). Isolated yield 88.1%. RXN SMILES: [Cl:1][C:2]1[C:3](F)=[C:4]([F:25])[CH:5]=[C:6]2[C:11]=1[N:10]([C:12]1[CH:17]=[CH:16][C:15]([F:18])=[C:14]([O:19][CH3:20])[CH:13]=1)[CH:9]=[C:8]([C:21]([OH:23])=[O:22])[C:7]2=[O:24].[CH3:27][NH2:28]>N1C=CC=CC=1>[Cl:1][C:2]1[C:3]([NH:28][CH3:27])=[C:4]([F:25])[CH:5]=[C:6]2[C:11]=1[N:10]([C:12]1[CH:17]=[CH:16][C:15]([F:18])=[C:14]([O:19][CH3:20])[CH:13]=1)[CH:9]=[C:8]([C:21]([OH:23])=[O:22])[C:7]2=[O:24]. Reported procedure: 8-Chloro-6,7-difluoro-1-(4-fluoro-3-methoxyphenyl)-4-oxo-1,4-dihydroquinoline-3-carboxylic acid (160 mg) and an aqueous solution (about 40%; 400 mg) of methylamine were added to pyridine (1,000 mg), and the mixture was stirred at room temperature for 27 hours. The reaction mixture was concentrated under reduced pressure, and ethanol (1 ml) was added to the residue. Deposits were collected by filtration and washed with ethanol and diisopropyl ether in that order to obtain the title compound (145 ... Procedure details: To a solution of aminopyrazine (3.85 g, 40.5 mmol) in THF (120 mL) was added isopropylmagnesium chloride (2.0 M THF solution, 19 mL, 38 mmol) dropwise at 0° C. The resulting slurry was stirred at room temperature for 30 min. A solution of commercially available (2S,4R)-1-tert-butyl 2-methyl 4-fluoropyrrolidine-1,2-dicarboxylate (3.2 g, 12.9 mmol) in THF (10 mL) was added to the slurry. The reaction mixture was stirred at room temperature for 4 h and quenched with methanol (3 mL). After concentra... Conditions: time 30 minute. As a reaction SMILES: [NH2:1][C:2]1[CH:7]=[N:6][CH:5]=[CH:4][N:3]=1.C([Mg]Cl)(C)C.[F:13][C@H:14]1[CH2:18][N:17]([C:19]([O:21][C:22]([CH3:25])([CH3:24])[CH3:23])=[O:20])[C@H:16]([C:26](OC)=[O:27])[CH2:15]1>C1COCC1>[F:13][C@H:14]1[CH2:18][N:17]([C:19]([O:21][C:22]([CH3:23])([CH3:24])[CH3:25])=[O:20])[C@H:16]([C:26](=[O:27])[NH:1][C:2]2[CH:7]=[N:6][CH:5]=[CH:4][N:3]=2)[CH2:15]1. Isolated yield 102.4%. Reactants: NC1=NC=CN=C1 (aminopyrazine), C(C)(C)[Mg]Cl (isopropylmagnesium chloride), F[C@@H]1C[C@H](N(C1)C(=O)OC(C)(C)C)C(=O)OC ((2S,4R)-1-tert-butyl 2-methyl 4-fluoropyrrolidine-1,2-dicarboxylate). The product is F[C@@H]1C[C@H](N(C1)C(=O)OC(C)(C)C)C(NC1=NC=CN=C1)=O ((2S,4R)-tert-Butyl 4-fluoro-2-(pyrazin-2-ylcarbamoyl)pyrrolidine-1-carboxylate). Run in C1CCOC1 (THF), C1CCOC1 (THF). Starting materials: C1CCOC1, COC(=O)c1c(Nc2ccc(I)cc2F)c2cnccc2n1C1CC1, CO, [Na+], [OH-], O. Yields the product O=C(O)c1c(Nc2ccc(I)cc2F)c2cnccc2n1C1CC1. RXN SMILES: [CH2:28]1[O:29][CH2:30][CH2:31][CH2:32]1.[CH3:1][O:2][C:3](=[O:4])[c:5]1[c:6]([NH:17][c:18]2[c:19]([F:25])[cH:20][c:21]([I:24])[cH:22][cH:23]2)[c:7]2[cH:8][n:9][cH:10][cH:11][c:12]2[n:13]1[CH:14]1[CH2:15][CH2:16]1.[CH3:33][OH:34].[Na+:27].[OH-:26].[OH2:35]>>[O:2]=[C:3]([OH:4])[c:5]1[c:6]([NH:17][c:18]2[c:19]([F:25])[cH:20][c:21]([I:24])[cH:22][cH:23]2)[c:7]2[cH:8][n:9][cH:10][cH:11][c:12]2[n:13]1[CH:14]1[CH2:15][CH2:16]1. Reactants: acid chloride, ClC=1C=C(C=CC1S(=O)(=O)C1CCCC1)[C@H](C(=O)O)CC1CCCC1 ((R)-2-(3-chloro-4-cyclopentanesulfonyl-phenyl)-3-cyclopentyl-propionic acid), C(C(=O)Cl)(=O)Cl (oxalyl chloride), NC1=NN(C=C1)CC(C)(O)C (1-(3-amino-pyrazol-1-yl)-2-methyl-propan-2-ol), N1=C(C=CC=C1C)C (2,6-lutidine). The reagents and catalysts are CN(C=O)C (N,N-dimethylformamide). Solvent: C(Cl)Cl (methylene chloride), C(Cl)Cl (methylene chloride), C(Cl)Cl (methylene chloride), C(Cl)Cl (methylene chloride), C(Cl)Cl (methylene chloride). Run at temperature 25 celsius, time 1 hour. Yields the product ClC=1C=C(C=CC1S(=O)(=O)C1CCCC1)[C@H](C(=O)NC1=NN(C=C1)CC(C)(C)O)CC1CCCC1 ((R)-2-(3-chloro-4-cyclopentanesulfonyl-phenyl)-3-cyclopentyl-N-[1-(2-hydroxy-2-methyl-propyl)-1H-pyrazol-3-yl]-propionamide). RXN SMILES: [Cl:1][C:2]1[CH:3]=[C:4]([C@@H:16]([CH2:20][CH:21]2[CH2:25][CH2:24][CH2:23][CH2:22]2)[C:17]([OH:19])=O)[CH:5]=[CH:6][C:7]=1[S:8]([CH:11]1[CH2:15][CH2:14][CH2:13][CH2:12]1)(=[O:10])=[O:9].C(Cl)(=O)C(Cl)=O.[NH2:32][C:33]1[CH:37]=[CH:36][N:35]([CH2:38][C:39]([CH3:42])([OH:41])[CH3:40])[N:34]=1.N1C(C)=CC=CC=1C>C(Cl)Cl.CN(C)C=O>[Cl:1][C:2]1[CH:3]=[C:4]([C@@H:16]([CH2:20][CH:21]2[CH2:25][CH2:24][CH2:23][CH2:22]2)[C:17]([NH:32][C:33]2[CH:37]=[CH:36][N:35]([CH2:38][C:39]([OH:41])([CH3:40])[CH3:42])[N:34]=2)=[O:19])[CH:5]=[CH:6][C:7]=1[S:8]([CH:11]1[CH2:12][CH2:13][CH2:14][CH2:15]1)(=[O:9])=[O:10]. Procedure: A solution of (R)-2-(3-chloro-4-cyclopentanesulfonyl-phenyl)-3-cyclopentyl-propionic acid (0.15 mmol) is dissolved in methylene chloride (5 mL) and N,N-dimethylformamide (one drop) and cooled to 0° C. To this solution is added dropwise a solution of oxalyl chloride in methylene chloride (2 M solution, 1.2 equiv.) and it is then allowed to warm to 25° C. and stirred 1 h at 25° C. After this time, the reaction is concentrated in vacuo to ⅓ of the original volume. In a separate flask, a solution of... RXN SMILES: [CH3:15][OH:16].[CH:2]1([c:5]2[n:6][c:7]([O:13][CH3:14])[n:8][c:9]([O:11][CH3:12])[n:10]2)[CH2:3][CH2:4]1.[NH3:1]>>[NH2:1][c:7]1[n:6][c:5]([CH:2]2[CH2:3][CH2:4]2)[n:10][c:9]([O:11][CH3:12])[n:8]1. The reactants are CO, COc1nc(OC)nc(C2CC2)n1, N. Yields the product COc1nc(N)nc(C2CC2)n1. Starting materials: COc1ccc(Br)c(CN2C(=O)OC(c3ccccc3)C2C)c1, COC(=O)Cc1ccc(OC)c(B2OC(C)(C)C(C)(C)O2)c1. The product is COC(=O)Cc1ccc(OC)c(-c2ccc(OC)cc2CN2C(=O)OC(c3ccccc3)C2C)c1. RXN SMILES: [Br:1][c:2]1[c:3]([CH2:4][N:5]2[C:6](=[O:17])[O:7][CH:8]([c:11]3[cH:12][cH:13][cH:14][cH:15][cH:16]3)[CH:9]2[CH3:10])[cH:18][c:19]([O:22][CH3:23])[cH:20][cH:21]1.[CH3:24][O:25][C:26]([CH2:27][c:28]1[cH:29][c:30]([B:36]2[O:37][C:38]([CH3:39])([CH3:40])[C:41]([CH3:42])([CH3:43])[O:44]2)[c:31]([O:34][CH3:35])[cH:32][cH:33]1)=[O:45]>>[c:2]1(-[c:30]2[cH:29][c:28]([CH2:27][C:26]([O:25][CH3:24])=[O:45])[cH:33][cH:32][c:31]2[O:34][CH3:35])[c:3]([CH2:4][N:5]2[C:6](=[O:17])[O:7][CH:8]([c:11]3[cH:12][cH:13][cH:14][cH:15][cH:16]3)[CH:9]2[CH3:10])[cH:18][c:19]([O:22][CH3:23])[cH:20][cH:21]1. Starting materials: O=C1CCCSc2cc(Br)ccc21, [C-]#N, [C-]#N, CCOC(C)=O, CN(C)C=O, O, [Zn+2], c1ccc(P(c2ccccc2)(c2ccccc2)[Pd](P(c2ccccc2)(c2ccccc2)c2ccccc2)(P(c2ccccc2)(c2ccccc2)c2ccccc2)P(c2ccccc2)(c2ccccc2)c2ccccc2)cc1. The product is N#Cc1ccc2c(c1)SCCCC2=O. Reaction SMILES: [Br:1][c:2]1[cH:3][c:4]2[c:5]([cH:12][cH:13]1)[C:6](=[O:11])[CH2:7][CH2:8][CH2:9][S:10]2.[C-:26]#[N:27].[C-:29]#[N:30].[CH3:15][CH2:16][O:17][C:18](=[O:19])[CH3:20].[CH3:21][N:22]([CH3:23])[CH:24]=[O:25].[OH2:14].[Zn+2:28].[cH:31]1[cH:32][cH:33][c:34]([P:35]([Pd:36]([P:37]([c:38]2[cH:39][cH:40][cH:41][cH:42][cH:43]2)([c:44]2[cH:45][cH:46][cH:47][cH:48][cH:49]2)[c:50]2[cH:51][cH:52][cH:53][cH:54][cH:55]2)([P:56]([c:57]2[cH:58][cH:59][cH:60][cH:61][cH:62]2)([c:63]2[cH:64][cH:65][cH:66][cH:67][cH:68]2)[c:69]2[cH:70][cH:71][cH:72][cH:73][cH:74]2)[P:75]([c:76]2[cH:77][cH:78][cH:79][cH:80][cH:81]2)([c:82]2[cH:83][cH:84][cH:85][cH:86][cH:87]2)[c:88]2[cH:89][cH:90][cH:91][cH:92][cH:93]2)([c:94]2[cH:95][cH:96][cH:97][cH:98][cH:99]2)[c:100]2[cH:101][cH:102][cH:103][cH:104][cH:105]2)[cH:106][cH:107]1>>[c:2]1([C:21]#[N:22])[cH:3][c:4]2[c:5]([cH:12][cH:13]1)[C:6](=[O:11])[CH2:7][CH2:8][CH2:9][S:10]2. The reactants are FC1=C(C(=O)O)C(=CC=C1C)F (2,6-difluoro-3-methylbenzoic acid), S(=O)(Cl)Cl (thionyl chloride), CO (methanol). Product: FC1=C(C(=O)OC)C(=CC=C1C)F (Methyl 2,6-difluoro-3-methylbenzoate). Yield: 86.0%. As a reaction SMILES: [F:1][C:2]1[C:10]([CH3:11])=[CH:9][CH:8]=[C:7]([F:12])[C:3]=1[C:4]([OH:6])=[O:5].S(Cl)(Cl)=O.[CH3:17]O>>[F:1][C:2]1[C:10]([CH3:11])=[CH:9][CH:8]=[C:7]([F:12])[C:3]=1[C:4]([O:6][CH3:17])=[O:5]. Reported procedure: To a 0° C. solution of 2,6-difluoro-3-methylbenzoic acid (10.0 g, 58.1 mmol, 1.0 equiv) in dry methanol (100 mL) was added dropwise thionyl chloride (4.64 mL, 63.9 mmol, 1.1 equiv). The resulting solution was refluxed overnight. After the reaction mixture was allowed to cool to room temperature, the solvent was removed in vacuo. The product was dissolved in ethyl acetate and washed with aq. satd. NaHCO3. The EtOAc layer was dried over sodium sulfate, filtered and concentrated in vacuo to provide...